Dataset: the Open Reaction Database (ORD), a public repository of structured organic reaction records. Task: describe an organic reaction: reactants, conditions, products, and yield Starting materials: 3, C([O-])([O-])=O.[K+].[K+] (potassium carbonate), OC1=CC=C(C(=O)OC)C=C1 (methyl 4-hydroxybenzoate), Cl.ClCCN1CCCCC1 (β-chloroethylpiperidine hydrochloride). The solvent is C(C)(=O)OCCCCC (amyl acetate). Reaction conditions: temperature 125 celsius. Product: Cl.N1(CCCCC1)CCOC1=CC=C(C(=O)O)C=C1 (4-(2-piperidinoethoxy)benzoic acid hydrochloride). RXN SMILES: [OH:1][C:2]1[CH:11]=[CH:10][C:5]([C:6]([O:8]C)=[O:7])=[CH:4][CH:3]=1.Cl.[Cl:13][CH2:14][CH2:15][N:16]1[CH2:21][CH2:20][CH2:19][CH2:18][CH2:17]1.C(=O)([O-])[O-].[K+].[K+]>C(OCCCCC)(=O)C>[ClH:13].[N:16]1([CH2:15][CH2:14][O:1][C:2]2[CH:11]=[CH:10][C:5]([C:6]([OH:8])=[O:7])=[CH:4][CH:3]=2)[CH2:21][CH2:20][CH2:19][CH2:18][CH2:17]1 |f:1.2,3.4.5,7.8|. Procedure details: To a 125 mL 3 neck flask with mechanical stirring, condenser, and a heating apparatus consisting of an RTD probe in the flask hooked via a temperature controller to a heating mantle, the following were added: 7.61 g methyl 4-hydroxybenzoate, 11.05 g β-chloroethylpiperidine hydrochloride, 16.59 g powdered potassium carbonate, and 60 mL amyl acetate. The mixture was heated overnight under nitrogen in an oil bath to 125° C., and was allowed to proceed until HPLC indicated complete consumption of th... Reactants: BrC1=CC=C2N=CC(=NC2=C1)Cl (7-bromo-2-chloroquinoxaline), O.NN (hydrazine hydrate). Run in C(C)O (ethanol). Run at temperature 78 celsius. The product is BrC1=CC=C2N=CC(=NC2=C1)NN (7-bromo-2-hydrazinylquinoxaline). Yield: 87.0%. RXN SMILES: [Br:1][C:2]1[CH:11]=[C:10]2[C:5]([N:6]=[CH:7][C:8](Cl)=[N:9]2)=[CH:4][CH:3]=1.O.[NH2:14][NH2:15]>C(O)C>[Br:1][C:2]1[CH:11]=[C:10]2[C:5]([N:6]=[CH:7][C:8]([NH:14][NH2:15])=[N:9]2)=[CH:4][CH:3]=1 |f:1.2|. Procedure: To the solution of 7-bromo-2-chloroquinoxaline (2 g, 8.2 mmol) in ethanol (20 mL) was added hydrazine hydrate (85%, 4.5 mL, 32.8 mmol). The mixture was heated to 78° C. for 2 h. After cooling to r.t., the precipitate was collected by filtration to afford 7-bromo-2-hydrazinylquinoxaline as white solid in 87% yield (1.7 g). Reactants: OC1=C(C(=O)OC)C=C(C(=C1C)C)B1OC(C(O1)(C)C)(C)C (methyl 2-hydroxy-3,4-dimethyl-5-(4,4,5,5-tetramethyl-1,3,2-dioxaborolan-2-yl)benzoate), ClCC1=CC(=C(C(=O)NC)C=C1)F (4-(chloromethyl)-2-fluoro-N-methylbenzamide), C([O-])([O-])=O.[Na+].[Na+] (sodium carbonate), O (water), O (water). The reagents and catalysts are C=1C=CC(=CC1)[P](C=2C=CC=CC2)(C=3C=CC=CC3)[Pd]([P](C=4C=CC=CC4)(C=5C=CC=CC5)C=6C=CC=CC6)([P](C=7C=CC=CC7)(C=8C=CC=CC8)C=9C=CC=CC9)[P](C=1C=CC=CC1)(C=1C=CC=CC1)C=1C=CC=CC1 (tetrakis(triphenylphosphine)palladium(0)). Solvent: COCCOC (1,2-dimethoxyethane), C(C)(=O)OCC (ethyl acetate). Run at temperature 80 celsius, time 8 hour. Yields the product FC=1C=C(CC=2C(=C(C(=C(C(=O)OC)C2)O)C)C)C=CC1C(NC)=O (methyl 5-(3-fluoro-4-(methylcarbamoyl)benzyl)-2-hydroxy-3,4-dimethylbenzoate). Isolated yield 93.9%. Reaction SMILES: [OH:1][C:2]1[C:11]([CH3:12])=[C:10]([CH3:13])[C:9](B2OC(C)(C)C(C)(C)O2)=[CH:8][C:3]=1[C:4]([O:6][CH3:7])=[O:5].Cl[CH2:24][C:25]1[CH:34]=[CH:33][C:28]([C:29]([NH:31][CH3:32])=[O:30])=[C:27]([F:35])[CH:26]=1.C(=O)([O-])[O-].[Na+].[Na+].O>COCCOC.C1C=CC([P]([Pd]([P](C2C=CC=CC=2)(C2C=CC=CC=2)C2C=CC=CC=2)([P](C2C=CC=CC=2)(C2C=CC=CC=2)C2C=CC=CC=2)[P](C2C=CC=CC=2)(C2C=CC=CC=2)C2C=CC=CC=2)(C2C=CC=CC=2)C2C=CC=CC=2)=CC=1.C(OCC)(=O)C>[F:35][C:27]1[CH:26]=[C:25]([CH:34]=[CH:33][C:28]=1[C:29](=[O:30])[NH:31][CH3:32])[CH2:24][C:9]1[C:10]([CH3:13])=[C:11]([CH3:12])[C:2]([OH:1])=[C:3]([CH:8]=1)[C:4]([O:6][CH3:7])=[O:5] |f:2.3.4,^1:52,54,73,92|. Reported procedure: To a mixture of methyl 2-hydroxy-3,4-dimethyl-5-(4,4,5,5-tetramethyl-1,3,2-dioxaborolan-2-yl)benzoate (0.35 g), 4-(chloromethyl)-2-fluoro-N-methylbenzamide (0.23 g) and sodium carbonate (0.24 g) in 1,2-dimethoxyethane (5.40 mL)-water (1.80 mL) was added tetrakis(triphenylphosphine)palladium(0) (0.07 g), and the mixture was stirred overnight at 80° C. under argon atmosphere. To the reaction mixture were added water and ethyl acetate, and the mixture was partitioned. The organic layer was washed w... Starting materials: O (water), [C-]#N.[Na+] (sodium cyanide), C(C)(=O)O (acetic acid), S(=O)(=O)(C1=CC=C(C)C=C1)N1CC(CCC2=C1C=CC=C2)=O (1,2,4,5-tetrahydro-N-tosyl-[3H]-1-benzazepine-3-one). The solvent is C(C)O (ethanol). Conditions: time 2 minute. The product is OC1(CN(C2=C(CC1)C=CC=C2)S(=O)(=O)C2=CC=C(C=C2)C)C#N (3-hydroxy-1-(4-methylphenylsulfonyl)-1,2,4,5-tetrahydro-[3H]-1-benzazepine-3-carbonitrile). Isolated yield 64.5%. As a reaction SMILES: O.C(O)(=O)C.[S:6]([N:16]1[C:22]2[CH:23]=[CH:24][CH:25]=[CH:26][C:21]=2[CH2:20][CH2:19][C:18](=[O:27])[CH2:17]1)([C:9]1[CH:15]=[CH:14][C:12]([CH3:13])=[CH:11][CH:10]=1)(=[O:8])=[O:7].[C-:28]#[N:29].[Na+]>C(O)C>[OH:27][C:18]1([C:28]#[N:29])[CH2:19][CH2:20][C:21]2[CH:26]=[CH:25][CH:24]=[CH:23][C:22]=2[N:16]([S:6]([C:9]2[CH:10]=[CH:11][C:12]([CH3:13])=[CH:14][CH:15]=2)(=[O:7])=[O:8])[CH2:17]1 |f:3.4|. Procedure details: 30 ml of water, 40 ml of acetic acid and 20 g of 1,2,4,5-tetrahydro-N-tosyl-[3H]-1-benzazepine-3-one [J. Chem. So., Vol. C (1970), p.2192] were successively added to 300 ml of ethanol and then 20 g of sodium cyanide were added thereto over 2 minutes. The mixture was stirred for 4 hours at room temperature and was then concentrated to 100 ml under reduced pressure. The mixture was extracted with ether and the ether extracts were washed with water, dried over magnesium sulfate and filtered. The fi... Reported procedure: Dissolve 2-ethyl benzaldehyde (7 mL, 53.2 mmol), nitromethane (8.5 mL, 158 mmol), and ammonium acetate (1.6 g, 20.8 mmol) in acetic acid (40 mL) and heat to reflux under a nitrogen atmosphere for 17 hours. Cool to room temperature and concentrate. Dissolve in isopropyl alcohol (150 mL) and chloroform (750 mL) and add silica gel (108 g). To the resulting slurry, slowly add sodium borohydride (7.8 g, 206 mmol). Stir the mixture for 17 hours, filter, concentrate and purify (silica gel chromatograph... The product is C(C)C1=C(C=CC=C1)CC[N+](=O)[O-] (1-Ethyl-2-(2-nitroethyl)-benzene). The reactants are [BH4-].[Na+] (sodium borohydride), C(C)C1=C(C=O)C=CC=C1 (2-ethyl benzaldehyde), [N+](=O)([O-])C (nitromethane), C(C)(=O)[O-].[NH4+] (ammonium acetate). RXN SMILES: [CH2:1]([C:3]1[CH:10]=[CH:9][CH:8]=[CH:7][C:4]=1[CH:5]=O)[CH3:2].[N+:11]([CH3:14])([O-:13])=[O:12].C([O-])(=O)C.[NH4+].[BH4-].[Na+]>C(O)(=O)C>[CH2:1]([C:3]1[CH:10]=[CH:9][CH:8]=[CH:7][C:4]=1[CH2:5][CH2:14][N+:11]([O-:13])=[O:12])[CH3:2] |f:2.3,4.5|. Reaction conditions: time 17 hour. Run in C(C)(=O)O (acetic acid). The reactants are CC(C)n1nc(Br)c2c(C(=O)O)cc(-c3ccc(CN4CCOCC4)cc3)nc21, CS(C)=O, Cc1cc(C)c(CN)c(=O)[nH]1. Yields the product Cc1cc(C)c(CNC(=O)c2cc(-c3ccc(CN4CCOCC4)cc3)nc3c2c(Br)nn3C(C)C)c(=O)[nH]1. As a reaction SMILES: [Br:1][c:2]1[n:3][n:4]([CH:27]([CH3:28])[CH3:29])[c:5]2[n:6][c:7](-[c:14]3[cH:15][cH:16][c:17]([CH2:20][N:21]4[CH2:22][CH2:23][O:24][CH2:25][CH2:26]4)[cH:18][cH:19]3)[cH:8][c:9]([C:11](=[O:12])[OH:13])[c:10]12.[CH3:41][S:42]([CH3:43])=[O:44].[NH2:30][CH2:31][c:32]1[c:33](=[O:40])[nH:34][c:35]([CH3:39])[cH:36][c:37]1[CH3:38]>>[Br:1][c:2]1[n:3][n:4]([CH:27]([CH3:28])[CH3:29])[c:5]2[n:6][c:7](-[c:14]3[cH:15][cH:16][c:17]([CH2:20][N:21]4[CH2:22][CH2:23][O:24][CH2:25][CH2:26]4)[cH:18][cH:19]3)[cH:8][c:9]([C:11](=[O:12])[NH:30][CH2:31][c:32]3[c:33](=[O:40])[nH:34][c:35]([CH3:39])[cH:36][c:37]3[CH3:38])[c:10]12. Reactants: CCC(CO)(CO)CO, CC(C)=O, Cc1ccc(S(=O)(=O)O)cc1, c1ccccc1. The product is CCC1(CO)COC(C)(C)OC1. As a reaction SMILES: [CH2:1]([CH3:2])[C:3]([CH2:4][OH:5])([CH2:6][OH:7])[CH2:8][OH:9].[CH3:10][C:11]([CH3:12])=[O:13].[c:14]1([CH3:15])[cH:16][cH:17][c:18]([S:19]([OH:20])(=[O:21])=[O:22])[cH:23][cH:24]1.[cH:25]1[cH:26][cH:27][cH:28][cH:29][cH:30]1>>[CH2:1]([CH3:2])[C:3]1([CH2:8][OH:9])[CH2:4][O:5][C:11]([CH3:10])([CH3:12])[O:7][CH2:6]1. Reactants: ClC1=CC(=C(N=N1)OC)I (6-Chloro-4-iodo-3-methoxy-pyridazine), C(C)(C)(C)OC(=O)N1C(=CC2=CC=CC=C12)B(O)O (1-(tert-butoxycarbonyl)indole-2-boronic acid), C([O-])([O-])=O.[K+].[K+] (potassium carbonate), C1(=CC=CC=C1)P(C1=CC=CC=C1)C1=CC=CC=C1 (triphenylphosphine). Reagents/catalysts: C(C)(=O)[O-].[Pd+2].C(C)(=O)[O-] (palladium (II) acetate). Solvent: C(C)(=O)OCC (ethyl acetate), COCCOC (DME), O (water). Yields the product C(C)(C)(C)OC(=O)N1C(=CC2=CC=CC=C12)C1=C(N=NC(=C1)Cl)OC (2-(6-Chloro-3-methoxy-pyridazin-4-yl)-indole-1-carboxylic acid tert-butyl ester). Reaction SMILES: [Cl:1][C:2]1[N:7]=[N:6][C:5]([O:8][CH3:9])=[C:4](I)[CH:3]=1.[C:11]([O:15][C:16]([N:18]1[C:26]2[C:21](=[CH:22][CH:23]=[CH:24][CH:25]=2)[CH:20]=[C:19]1B(O)O)=[O:17])([CH3:14])([CH3:13])[CH3:12].C(=O)([O-])[O-].[K+].[K+].C1(P(C2C=CC=CC=2)C2C=CC=CC=2)C=CC=CC=1>COCCOC.O.C([O-])(=O)C.[Pd+2].C([O-])(=O)C.C(OCC)(=O)C>[C:11]([O:15][C:16]([N:18]1[C:26]2[C:21](=[CH:22][CH:23]=[CH:24][CH:25]=2)[CH:20]=[C:19]1[C:4]1[CH:3]=[C:2]([Cl:1])[N:7]=[N:6][C:5]=1[O:8][CH3:9])=[O:17])([CH3:14])([CH3:12])[CH3:13] |f:2.3.4,8.9.10|. Procedure details: Argon is passed for 30 min through a suspension of 135 mg 6-Chloro-4-iodo-3-methoxy-pyridazine, 130.5 mg 1-(tert-butoxycarbonyl)indole-2-boronic acid, 152 mg potassium carbonate, and 52.5 mg triphenylphosphine in 2.2 ml DME and 1.1 ml water. 11.2 mg palladium (II) acetate is added, and the mixture is stirred under reflux for 3 h. The product is isolated by extraction with ethyl acetate and purified by chromatography on silica gel yielding 80 mg 2-(6-Chloro-3-methoxy-pyridazin-4-yl)-indole-1-carb... Reactants: C(C)(=O)C1=CC=C(C=C1)SC1=CC=C(C=C1)C(C)=O (bis(4-acetylphenyl)sulfide), C(C)(=O)O (acetic acid), ClC(C)Cl (dichloroethane), aqueous solution, OO (hydrogen peroxide). Reagents/catalysts: [Cl-].[Cl-].[Cl-].[Ti+3] (titanium trichloride). Solvent: O (water). Run at temperature 10 celsius, time 2 hour. The product is C(C)(=O)C1=CC=C(C=C1)S(=O)C1=CC=C(C=C1)C(C)=O (bis(4-acetylphenyl)sulfoxide). The yield is 97.0%. As a reaction SMILES: [C:1]([C:4]1[CH:9]=[CH:8][C:7]([S:10][C:11]2[CH:16]=[CH:15][C:14]([C:17](=[O:19])[CH3:18])=[CH:13][CH:12]=2)=[CH:6][CH:5]=1)(=[O:3])[CH3:2].C(O)(=[O:22])C.ClC(Cl)C.OO>[Cl-].[Cl-].[Cl-].[Ti+3].O>[C:1]([C:4]1[CH:5]=[CH:6][C:7]([S:10]([C:11]2[CH:16]=[CH:15][C:14]([C:17](=[O:19])[CH3:18])=[CH:13][CH:12]=2)=[O:22])=[CH:8][CH:9]=1)(=[O:3])[CH3:2] |f:4.5.6.7|. Procedure: To a 300 mL four-necked flask, 20.0 g (0.107 mole) of diphenyl sulfide and 140.0 g of chlorobenzene were fed, and the resulting mixture was stirred and allowed to dissolve. To the resulting solution, 31.5 g (0.236 mole) of aluminum chloride was added, and the resulting mixture was cooled to 10° C., followed by addition of 17.7 g (0.225 mole) of acetyl chloride dropwise thereto while keeping a temperature of not more than 20° C., and allowing the resulting mixture to react by stirring thereof at ... The product is [Ru](Cl)Cl.C1(=CC=CC=C1)P(C1=CC=CC=C1)C1=CC=CC=C1.C1(=CC=CC=C1)P(C1=CC=CC=C1)C1=CC=CC=C1.C1(=CC=CC=C1)P(C1=CC=CC=C1)C1=CC=CC=C1 (Tris(triphenylphosphine) ruthenium dichloride). Reaction conditions: temperature 75 celsius. The reactants are C1(=CC=CC=C1)P(C1=CC=CC=C1)C1=CC=CC=C1 (triphenylphosphine), O.[Ru](Cl)(Cl)Cl (ruthenium trichloride hydrate). Procedure details: To a 100 cc glass flask is added 50 mls. of methanol, 5.0 gram of triphenylphosphine and 1.0 gram of ruthenium trichloride hydrate. The resulting mixture is stirred and heated by means of an oil bath under an atmosphere of nitrogen to a temperature of 75° C. and maintained at that temperature for 6 hours. Tris(triphenylphosphine) ruthenium dichloride is formed as a brown insoluble powder, which is recovered by filtration (3.9 gram). 1.0 Gram of this powder is dissolved in a mixture containing 15... Reaction SMILES: [C:1]1([P:7]([C:14]2[CH:19]=[CH:18][CH:17]=[CH:16][CH:15]=2)[C:8]2[CH:13]=[CH:12][CH:11]=[CH:10][CH:9]=2)[CH:6]=[CH:5][CH:4]=[CH:3][CH:2]=1.O.[Ru:21](Cl)([Cl:23])[Cl:22]>CO>[Ru:21]([Cl:23])[Cl:22].[C:14]1([P:7]([C:1]2[CH:2]=[CH:3][CH:4]=[CH:5][CH:6]=2)[C:8]2[CH:13]=[CH:12][CH:11]=[CH:10][CH:9]=2)[CH:15]=[CH:16][CH:17]=[CH:18][CH:19]=1.[C:14]1([P:7]([C:1]2[CH:2]=[CH:3][CH:4]=[CH:5][CH:6]=2)[C:8]2[CH:13]=[CH:12][CH:11]=[CH:10][CH:9]=2)[CH:15]=[CH:16][CH:17]=[CH:18][CH:19]=1.[C:14]1([P:7]([C:1]2[CH:2]=[CH:3][CH:4]=[CH:5][CH:6]=2)[C:8]2[CH:13]=[CH:12][CH:11]=[CH:10][CH:9]=2)[CH:15]=[CH:16][CH:17]=[CH:18][CH:19]=1 |f:1.2,4.5.6.7|. Run in CO (methanol).